The task is: describe an organic reaction: reactants, conditions, products, and yield. This data is from the Open Reaction Database (ORD), a public repository of structured organic reaction records. Reactants: ( a ), OC1CCN(CC1)CCCOC1=C(C=CC=C1)[N+](=O)[O-] (4-hydroxy-1-[3-(2-nitrophenoxy)propyl]piperidine), C1(=CC=CC=C1)C(C1=CC=CC=C1)Br (diphenylmethyl bromide), OC1CCN(CC1)C(CCOC1=C(C=CC=C1)[N+](=O)[O-])C (4-hydroxy-1-[1-methyl-3-(2-nitrophenoxy)propyl]piperidine). Yields the product C1(=CC=CC=C1)C(OC1CCN(CC1)C(CCOC1=C(C=CC=C1)[N+](=O)[O-])C)C1=CC=CC=C1 (4-diphenylmethoxy-1-[1-methyl-3-(2-nitrophenoxy)propyl]piperidine). RXN SMILES: [C:1]1([CH:7](Br)[C:8]2[CH:13]=[CH:12][CH:11]=[CH:10][CH:9]=2)[CH:6]=[CH:5][CH:4]=[CH:3][CH:2]=1.[OH:15][CH:16]1[CH2:21][CH2:20][N:19]([CH:22]([CH3:35])[CH2:23][CH2:24][O:25][C:26]2[CH:31]=[CH:30][CH:29]=[CH:28][C:27]=2[N+:32]([O-:34])=[O:33])[CH2:18][CH2:17]1.OC1CCN(CCCOC2C=CC=CC=2[N+]([O-])=O)CC1>>[C:1]1([CH:7]([C:8]2[CH:13]=[CH:12][CH:11]=[CH:10][CH:9]=2)[O:15][CH:16]2[CH2:17][CH2:18][N:19]([CH:22]([CH3:35])[CH2:23][CH2:24][O:25][C:26]3[CH:31]=[CH:30][CH:29]=[CH:28][C:27]=3[N+:32]([O-:34])=[O:33])[CH2:20][CH2:21]2)[CH:6]=[CH:5][CH:4]=[CH:3][CH:2]=1. Procedure details: The procedure of Example 1 (a) was repeated except for using diphenylmethyl bromide and 4-hydroxy-1-[1-methyl-3-(2-nitrophenoxy)propyl]piperidine instead of diphenylmethyl bromide and 4-hydroxy-1-[3-(2-nitrophenoxy)propyl]piperidine to give oily 4-diphenylmethoxy-1-[1-methyl-3-(2-nitrophenoxy)propyl]piperidine.